From a dataset of the Open Reaction Database (ORD), a public repository of structured organic reaction records. describe an organic reaction: reactants, conditions, products, and yield Starting materials: C(C)(C)(C)OC(=O)N([C@@H](CCCCN)C(=O)O)C(=O)OC(C)(C)C (di-tert-butoxycarbonyl-lysine), C(CCCCCCCCCCCCCCC)(=O)OC[C@@H]1[C@H](C[C@@H](O1)N1C(=O)N=C(N)C=C1)O (5'-O-palmitoyl-deoxycytidine), C1(CCCCC1)N=C=NC1CCCCC1 (dicyclohexylcarbodiimide). The solvent is CC(=O)N(C)C (dimethylacetamide). Reaction conditions: temperature 4 celsius, time 90 hour. Product: N[C@@H](CCCCN)C(=O)NC1=NC(N([C@H]2C[C@H](O)[C@@H](COC(CCCCCCCCCCCCCCC)=O)O2)C=C1)=O (N-lysyl-5'-O-palmitoyl-deoxycytidine). As a reaction SMILES: [C:1]([O:18][CH2:19][C@H:20]1[O:24][C@@H:23]([N:25]2[CH:32]=[CH:31][C:29]([NH2:30])=[N:28][C:26]2=[O:27])[CH2:22][C@@H:21]1[OH:33])(=[O:17])[CH2:2][CH2:3][CH2:4][CH2:5][CH2:6][CH2:7][CH2:8][CH2:9][CH2:10][CH2:11][CH2:12][CH2:13][CH2:14][CH2:15][CH3:16].C(OC([N:41](C(OC(C)(C)C)=O)[C@H:42]([C:48](O)=[O:49])[CH2:43][CH2:44][CH2:45][CH2:46][NH2:47])=O)(C)(C)C.C1(N=C=NC2CCCCC2)CCCCC1>CC(N(C)C)=O>[NH2:41][C@H:42]([C:48]([NH:30][C:29]1[CH:31]=[CH:32][N:25]([C@@H:23]2[O:24][C@H:20]([CH2:19][O:18][C:1](=[O:17])[CH2:2][CH2:3][CH2:4][CH2:5][CH2:6][CH2:7][CH2:8][CH2:9][CH2:10][CH2:11][CH2:12][CH2:13][CH2:14][CH2:15][CH3:16])[C@@H:21]([OH:33])[CH2:22]2)[C:26](=[O:27])[N:28]=1)=[O:49])[CH2:43][CH2:44][CH2:45][CH2:46][NH2:47]. Reported procedure: 14 grams of 5'-O-palmitoyl-deoxycytidine is dissolved in 100 ml dimethylacetamide, 1 molar equivalent of di-tert-butoxycarbonyl-lysine is added, and the mixture is cooled in an ice bath. 1.2 molar equivalents (7.4 g) of dicyclohexylcarbodiimide are added and the mixture is stirred at 4° C. for 90 hours. The precipitate (dicyclohexylurea) is removed by filtration. 100 ml of water is added to the filtrate, followed by 1 liter of ethyl acetate. N4 -(di-N-tert-butoxycarbonyl-lysyl)-5'-O-palmitoyl-de...